From a dataset of the Open Reaction Database (ORD), a public repository of structured organic reaction records. describe an organic reaction: reactants, conditions, products, and yield Reactants: N1C=NC2=C1C=CC(=C2)N (1H-Benzoimidazol-5-ylamine), OC=1C=CC=C2C=CC(=NC12)C=O (8-Hydroxy-quinoline-2-carbaldehyde), C(C)OC(C(CC(=O)C1CC1)=O)=O (4-Cyclopropyl-2,4-dioxo-butyric acid ethyl ester). The solvent is C(C)O (ethanol). Run at temperature 50 celsius, time 24 hour. Product: N1C=NC2=C1C=CC(=C2)N2C(C(=C(C2C2=NC1=C(C=CC=C1C=C2)O)C(=O)C2CC2)O)=O (1-(1H-Benzoimidazol-5-yl)-4-cyclopropanecarbonyl-3-hydroxy-5-(8-hydroxy-quinolin-2-yl)-1,5-dihydro-pyrrol-2-one). As a reaction SMILES: [NH:1]1[C:5]2[CH:6]=[CH:7][C:8]([NH2:10])=[CH:9][C:4]=2[N:3]=[CH:2]1.[OH:11][C:12]1[CH:13]=[CH:14][CH:15]=[C:16]2[C:21]=1[N:20]=[C:19]([CH:22]=O)[CH:18]=[CH:17]2.C([O:26][C:27](=O)[C:28](=[O:35])[CH2:29][C:30]([CH:32]1[CH2:34][CH2:33]1)=[O:31])C>C(O)C>[NH:1]1[C:5]2[CH:6]=[CH:7][C:8]([N:10]3[CH:22]([C:19]4[CH:18]=[CH:17][C:16]5[C:21](=[C:12]([OH:11])[CH:13]=[CH:14][CH:15]=5)[N:20]=4)[C:29]([C:30]([CH:32]4[CH2:34][CH2:33]4)=[O:31])=[C:28]([OH:35])[C:27]3=[O:26])=[CH:9][C:4]=2[N:3]=[CH:2]1. Procedure: 1H-Benzoimidazol-5-ylamine (1 mmol) and 8-Hydroxy-quinoline-2-carbaldehyde (1 mmol) were added to ethanol (5 ml). After 30 min 3 4-Cyclopropyl-2,4-dioxo-butyric acid ethyl ester (1 mmol) was added. The reaction was heated to 50° C. and stirred for 24 h. After evaporation of the solvent the residue was purified with chromatographic methods. Starting materials: C1(=CC=CC=C1)CCCC1=CC=C(S1)CCCCC(=O)[O-] (5-[5-(3-phenylpropyl)-thien-2-yl]-valerate), [OH-].[Na+] (sodium hydroxide). The solvent is C(C)O (ethanol). Product: C1(=CC=CC=C1)CCCC1=CC=C(S1)CCCCC(=O)[O-].[Na+] (Sodium 5-[5-(3-phenylpropyl)-thien-2-yl]-valerate). As a reaction SMILES: [C:1]1([CH2:7][CH2:8][CH2:9][C:10]2[S:14][C:13]([CH2:15][CH2:16][CH2:17][CH2:18][C:19]([O-:21])=[O:20])=[CH:12][CH:11]=2)[CH:6]=[CH:5][CH:4]=[CH:3][CH:2]=1.[OH-].[Na+:23]>C(O)C>[C:1]1([CH2:7][CH2:8][CH2:9][C:10]2[S:14][C:13]([CH2:15][CH2:16][CH2:17][CH2:18][C:19]([O-:21])=[O:20])=[CH:12][CH:11]=2)[CH:2]=[CH:3][CH:4]=[CH:5][CH:6]=1.[Na+:23] |f:1.2,4.5|. Procedure details: 3 g of 5-[5-(3-phenylpropyl)-thien-2-yl]-valerate are mixed with 50% strength ethanol and the equivalent amount of sodium hydroxide, the mixture is stirred for 1 hour and the solvent is stripped off in vacuo. The residue is powdered.